Dataset: the Open Reaction Database (ORD), a public repository of structured organic reaction records. Task: describe an organic reaction: reactants, conditions, products, and yield Starting materials: Cl (HCl), C(C)(C)(C)OC(=O)NCC(=O)N[C@@H](CC1=CC=CC=C1)C(=O)NC (Nα -[N-(t-Butoxycarbonyl)glycyl]-N-methyl-L-phenylalaninamide). Run in CO (methanol). The product is Cl.NCC(=O)N[C@@H](CC1=CC=CC=C1)C(=O)NC (Nα -Glycyl-N-methyl-L-phenylalaninamide hydrochloride). As a reaction SMILES: [ClH:1].C(OC([NH:9][CH2:10][C:11]([NH:13][C@H:14]([C:22]([NH:24][CH3:25])=[O:23])[CH2:15][C:16]1[CH:21]=[CH:20][CH:19]=[CH:18][CH:17]=1)=[O:12])=O)(C)(C)C>CO>[ClH:1].[NH2:9][CH2:10][C:11]([NH:13][C@H:14]([C:22]([NH:24][CH3:25])=[O:23])[CH2:15][C:16]1[CH:17]=[CH:18][CH:19]=[CH:20][CH:21]=1)=[O:12] |f:3.4|. Reported procedure: Gaseous HCl is bubbled through a solution of t-boc-gly-phe-NHCH3 8a (9.2 g, 2.7×10-2 mole) and methanol (200 ml). After 1/2 hour the methanol is evaporated at reduced pressure leaving a clear colorless oil which, when triturated with Et2O crystallizes to give 9a as a colorless power: m.p. 220°-223° C. In a similar fashion, gly-phe-leu-NHEt.HCl is prepared from its corresponding t-boc-derivative. Reaction SMILES: [CH2:1]([c:2]1[cH:3][cH:4][cH:5][cH:6][cH:7]1)[N:8]1[CH2:9][CH2:10][N:11]([c:14]2[n:15][cH:16][c:17]3[c:18]([n:19]2)[N:20]([CH3:23])[CH2:21][CH2:22]3)[CH2:12][CH2:13]1.[CH3:26][CH2:27][OH:28].[H:24][H:25]>>[NH:8]1[CH2:9][CH2:10][N:11]([c:14]2[n:15][cH:16][c:17]3[c:18]([n:19]2)[N:20]([CH3:23])[CH2:21][CH2:22]3)[CH2:12][CH2:13]1. The product is CN1CCc2cnc(N3CCNCC3)nc21. The reactants are CN1CCc2cnc(N3CCN(Cc4ccccc4)CC3)nc21, CCO, [H][H]. Reactants: NC1CC1, O=C(O)C(F)(F)F, O=C(O)COc1nc(-c2ccc(F)cc2)cs1. Yields the product O=C(COc1nc(-c2ccc(F)cc2)cs1)NC1CC1. As a reaction SMILES: [CH:25]1([NH2:28])[CH2:26][CH2:27]1.[F:1][C:2]([F:3])([F:4])[C:5]([OH:6])=[O:7].[F:8][c:9]1[cH:10][cH:11][c:12](-[c:15]2[n:16][c:17]([O:20][CH2:21][C:22](=[O:23])[OH:24])[s:18][cH:19]2)[cH:13][cH:14]1>>[F:8][c:9]1[cH:10][cH:11][c:12](-[c:15]2[n:16][c:17]([O:20][CH2:21][C:22](=[O:24])[NH:28][CH:25]3[CH2:26][CH2:27]3)[s:18][cH:19]2)[cH:13][cH:14]1. The reactants are C12C(=CC(CC1)C2)B(O)O (bicyclo[2.2.1]hept-2-en-2-ylboronic acid), FC=1C(=NC(=CC1)C1=CCC(CC1)C)CN[C@@H](CO)C(C)C ((2R)-2-(((3-fluoro-6-(4-methylcyclohex-1-en-1-yl)pyridin-2-yl)methyl)amino)-3-methylbutan-1-ol). Reagents/catalysts: [Pd] (Pd/C). Yields the product FC=1C(=NC(=CC1)C1=CCC(CC1)C)CN[C@@H](CO)C(C)C ((2R)-2-(((3-fluoro-6-(4-methylcyclohex-1-en-1-yl)pyridin-2-yl)methyl)amino)-3-methylbutan-1-ol), FC=1C(=NC(=CC1)C1CCC(CC1)C)CN[C@@H](CO)C(C)C ((2R)-2-({[3-fluoro-6-(4-methylcyclohexyl)pyridin-2-yl]methyl}amino)-3-methylbutan-1-ol). Reaction SMILES: C12CC(CC1)C=C2B(O)O.[F:11][C:12]1[C:13]([CH2:25][NH:26][C@H:27]([CH:30]([CH3:32])[CH3:31])[CH2:28][OH:29])=[N:14][C:15]([C:18]2[CH2:23][CH2:22][CH:21]([CH3:24])[CH2:20][CH:19]=2)=[CH:16][CH:17]=1>[Pd]>[F:11][C:12]1[C:13]([CH2:25][NH:26][C@H:27]([CH:30]([CH3:32])[CH3:31])[CH2:28][OH:29])=[N:14][C:15]([C:18]2[CH2:23][CH2:22][CH:21]([CH3:24])[CH2:20][CH:19]=2)=[CH:16][CH:17]=1.[F:11][C:12]1[C:13]([CH2:25][NH:26][C@H:27]([CH:30]([CH3:32])[CH3:31])[CH2:28][OH:29])=[N:14][C:15]([CH:18]2[CH2:19][CH2:20][CH:21]([CH3:24])[CH2:22][CH2:23]2)=[CH:16][CH:17]=1. Procedure: (2R)-2-(((3-fluoro-6-(4-methylcyclohex-1-en-1-yl)pyridin-2-yl)methyl)amino)-3-methylbutan-1-ol was prepared according to Example 199, substituting 4-methylcyclohex-1-enylboronic acid for bicyclo[2.2.1]hept-2-en-2-ylboronic acid. (2R)-2-(((3-fluoro-6-(4-methylcyclohex-1-en-1-yl)pyridin-2-yl)methyl)amino)-3-methylbutan-1-ol was subjected to hydrogenation (H2 atmosphere, Pd/C catalyst) to provide the title compound. MS (ESI+) m/z 309 (M+H)+.